Dataset: the Open Reaction Database (ORD), a public repository of structured organic reaction records. Task: describe an organic reaction: reactants, conditions, products, and yield Reactants: CCO, CC(=O)N(C(C)=O)c1c(C#N)cnn1-c1ncc(C(F)(F)F)cc1Cl, O. Product: CC(=O)Nc1c(C#N)cnn1-c1ncc(C(F)(F)F)cc1Cl. Reaction SMILES: [CH3:27][CH2:28][OH:29].[Cl:1][c:2]1[c:3](-[n:12]2[n:13][cH:14][c:15]([C:24]#[N:25])[c:16]2[N:17]([C:18](=[O:19])[CH3:20])[C:21]([CH3:22])=[O:23])[n:4][cH:5][c:6]([C:8]([F:9])([F:10])[F:11])[cH:7]1.[OH2:26]>>[Cl:1][c:2]1[c:3](-[n:12]2[n:13][cH:14][c:15]([C:24]#[N:25])[c:16]2[NH:17][C:18](=[O:19])[CH3:20])[n:4][cH:5][c:6]([C:8]([F:9])([F:10])[F:11])[cH:7]1. Reactants: CCOC(=O)CN(Cc1cccc(Br)n1)C(=O)OCc1ccccc1, CO, CC(C)(C)O, Cl, [K+], [OH-]. The product is O=C(O)CN(Cc1cccc(Br)n1)C(=O)OCc1ccccc1. Reaction SMILES: [CH2:1]([c:2]1[cH:3][cH:4][cH:5][cH:6][cH:7]1)[O:8][C:9](=[O:10])[N:11]([CH2:12][C:13](=[O:14])[O:15][CH2:16][CH3:17])[CH2:18][c:19]1[n:20][c:21]([Br:25])[cH:22][cH:23][cH:24]1.[CH3:29][OH:30].[CH3:31][C:32]([OH:33])([CH3:34])[CH3:35].[ClH:28].[K+:27].[OH-:26]>>[CH2:1]([c:2]1[cH:3][cH:4][cH:5][cH:6][cH:7]1)[O:8][C:9](=[O:10])[N:11]([CH2:12][C:13](=[O:14])[OH:15])[CH2:18][c:19]1[n:20][c:21]([Br:25])[cH:22][cH:23][cH:24]1. Starting materials: C1=C(C=CC2=CC=CC=C12)C=1C2=CC=CC=C2C=C2C=CC=CC12 (9-(2-naphthyl)anthracene), BrBr (bromine), S(=S)(=O)([O-])[O-].[Na+].[Na+] (sodium thiosulfate). The solvent is C(Cl)(Cl)(Cl)Cl (carbon tetrachloride), C(Cl)(Cl)(Cl)Cl (carbon tetrachloride). Product: BrC=1C2=CC=CC=C2C(=C2C=CC=CC12)C1=CC2=CC=CC=C2C=C1 (9-bromo-10-(2-naphthyl)anthracene). RXN SMILES: [CH:1]1[C:10]2[C:5](=[CH:6][CH:7]=[CH:8][CH:9]=2)[CH:4]=[CH:3][C:2]=1[C:11]1[C:12]2[C:17]([CH:18]=[C:19]3[C:24]=1[CH:23]=[CH:22][CH:21]=[CH:20]3)=[CH:16][CH:15]=[CH:14][CH:13]=2.[Br:25]Br.S([O-])([O-])(=O)=S.[Na+].[Na+]>C(Cl)(Cl)(Cl)Cl>[Br:25][C:18]1[C:19]2[C:24]([C:11]([C:2]3[CH:3]=[CH:4][C:5]4[C:10](=[CH:9][CH:8]=[CH:7][CH:6]=4)[CH:1]=3)=[C:12]3[C:17]=1[CH:16]=[CH:15][CH:14]=[CH:13]3)=[CH:23][CH:22]=[CH:21][CH:20]=2 |f:2.3.4|. Procedure details: 5.6 g (18.0 mmol) of 9-(2-naphthyl)anthracene and 90 mL of carbon tetrachloride were put into a 500-mL three-neck flask and stirred. A solution in which 3.2 g (20 mmol) of bromine was dissolved in 10 mL of carbon tetrachloride was dropped into the above solution through a dropping funnel. After that, the solution was stirred at the room temperature for 1 hour, and a sodium thiosulfate aqueous solution was added to the reaction solution to complete the reaction. A water layer of the reaction mixt... Starting materials: COC(=O)C(SC)c1ccc(CC(C)C)cc1, CI, CN(C)C=O, [Cl-], [H-], [H][H], [NH4+], [Na+]. The product is COC(=O)C(C)(SC)c1ccc(CC(C)C)cc1. RXN SMILES: [CH3:1][S:2][CH:3]([C:4](=[O:5])[O:6][CH3:7])[c:8]1[cH:9][cH:10][c:11]([CH2:14][CH:15]([CH3:16])[CH3:17])[cH:12][cH:13]1.[CH3:22][I:23].[CH3:26][N:27]([CH3:28])[CH:29]=[O:30].[Cl-:24].[H-:18].[H:20][H:21].[NH4+:25].[Na+:19]>>[CH3:1][S:2][C:3]([C:4](=[O:5])[O:6][CH3:7])([c:8]1[cH:9][cH:10][c:11]([CH2:14][CH:15]([CH3:16])[CH3:17])[cH:12][cH:13]1)[CH3:22]. Reactants: N=1N=NN2C1CCC2C(=O)OC (methyl 6,7-dihydro-5H-pyrrolo[1,2-d]tetrazole-5-carboxylate), [Li+].[OH-] (LiOH). The solvent is C1CCOC1.O.CO (THF water MeOH). Conditions: temperature 60 celsius. The product is N=1N=NN2C1CCC2C(=O)O (6,7-Dihydro-5H-pyrrolo[1,2-d]tetrazole-5-carboxylic acid). Reaction SMILES: [N:1]1[N:2]=[N:3][N:4]2[CH:8]([C:9]([O:11]C)=[O:10])[CH2:7][CH2:6][C:5]=12.[Li+].[OH-]>C1COCC1.O.CO>[N:1]1[N:2]=[N:3][N:4]2[CH:8]([C:9]([OH:11])=[O:10])[CH2:7][CH2:6][C:5]=12 |f:1.2,3.4.5|. Reported procedure: To a solution of methyl 6,7-dihydro-5H-pyrrolo[1,2-d]tetrazole-5-carboxylate (300 mg, 1.78 mmol) in THF/water/MeOH was added LiOH (214 mg, 8.92 mmol) and the resulting solution was heated via oil bath to 60° C. for 16 h. (Round bottom was equipped with a condenser.) The solution was cooled to room temperature and concentrated to remove organic solvents. The aqueous layer was then acidified to pH of ˜5 using 2N HCl. The mixture was concentrated to dryness under vacuum, azeotroping with toluene (2... Starting materials: Fc1cc2c(-c3ccc(Cl)nc3)n[nH]c2cc1Br, O=C([O-])O, CCNC(=O)c1ccc(C)c(B2OC(C)(C)C(C)(C)O2)c1, CC(C)O, [Na+], c1ccc(P(c2ccccc2)(c2ccccc2)[Pd](P(c2ccccc2)(c2ccccc2)c2ccccc2)(P(c2ccccc2)(c2ccccc2)c2ccccc2)P(c2ccccc2)(c2ccccc2)c2ccccc2)cc1. Yields the product CCNC(=O)c1ccc(C)c(-c2cc3[nH]nc(-c4ccc(Cl)nc4)c3cc2F)c1. RXN SMILES: [Br:1][c:2]1[c:3]([F:18])[cH:4][c:5]2[c:6](-[c:11]3[cH:12][n:13][c:14]([Cl:17])[cH:15][cH:16]3)[n:7][nH:8][c:9]2[cH:10]1.[C:40](=[O:41])([OH:42])[O-:43].[CH2:19]([CH3:20])[NH:21][C:22]([c:23]1[cH:24][c:25]([B:30]2[O:31][C:32]([CH3:33])([CH3:34])[C:35]([CH3:36])([CH3:37])[O:38]2)[c:26]([CH3:29])[cH:27][cH:28]1)=[O:39].[CH:45]([OH:46])([CH3:47])[CH3:48].[Na+:44].[cH:49]1[cH:50][cH:51][c:52]([P:53]([Pd:54]([P:55]([c:56]2[cH:57][cH:58][cH:59][cH:60][cH:61]2)([c:62]2[cH:63][cH:64][cH:65][cH:66][cH:67]2)[c:68]2[cH:69][cH:70][cH:71][cH:72][cH:73]2)([P:74]([c:75]2[cH:76][cH:77][cH:78][cH:79][cH:80]2)([c:81]2[cH:82][cH:83][cH:84][cH:85][cH:86]2)[c:87]2[cH:88][cH:89][cH:90][cH:91][cH:92]2)[P:93]([c:94]2[cH:95][cH:96][cH:97][cH:98][cH:99]2)([c:100]2[cH:101][cH:102][cH:103][cH:104][cH:105]2)[c:106]2[cH:107][cH:108][cH:109][cH:110][cH:111]2)([c:112]2[cH:113][cH:114][cH:115][cH:116][cH:117]2)[c:118]2[cH:119][cH:120][cH:121][cH:122][cH:123]2)[cH:124][cH:125]1>>[c:2]1(-[c:25]2[cH:24][c:23]([C:22]([NH:21][CH2:19][CH3:20])=[O:39])[cH:28][cH:27][c:26]2[CH3:29])[c:3]([F:18])[cH:4][c:5]2[c:6](-[c:11]3[cH:12][n:13][c:14]([Cl:17])[cH:15][cH:16]3)[n:7][nH:8][c:9]2[cH:10]1. Reactants: Cl.CN(CCCN=C=NCC)C (1-(3-dimethylaminopropyl)-3-ethylcarbodiimide hydrochloride), FC1=C(C=CC=C1)CC(=O)O (2-Fluorophenylacetic acid), ClC1=CC=C(CCN)C=C1 (4-chlorophenethylamine). Reagents/catalysts: CN(C1=CC=NC=C1)C (4-dimethylaminopyridine). The solvent is ClCCl (dichloromethane). Reaction conditions: time 8 hour. Product: ClC1=CC=C(C=C1)CCNC(CC1=C(C=CC=C1)F)=O (N-[2-(4-Chlorophenyl)-ethyl]-2-(2-fluoro-phenyl)acetamide). As a reaction SMILES: [F:1][C:2]1[CH:7]=[CH:6][CH:5]=[CH:4][C:3]=1[CH2:8][C:9]([OH:11])=O.[Cl:12][C:13]1[CH:21]=[CH:20][C:16]([CH2:17][CH2:18][NH2:19])=[CH:15][CH:14]=1.Cl.CN(C)CCCN=C=NCC>ClCCl.CN(C)C1C=CN=CC=1>[Cl:12][C:13]1[CH:21]=[CH:20][C:16]([CH2:17][CH2:18][NH:19][C:9](=[O:11])[CH2:8][C:3]2[CH:4]=[CH:5][CH:6]=[CH:7][C:2]=2[F:1])=[CH:15][CH:14]=1 |f:2.3|. Procedure: 2-Fluorophenylacetic acid (17 mg, 0.11 mmole) and 4-chlorophenethylamine (15 mg, 0.1 mmole) were dissolved in 5 ml dichloromethane. To this was added catalytic 4-dimethylaminopyridine (DMAP) and 1-(3-dimethylaminopropyl)-3-ethylcarbodiimide hydrochloride (EDCI, 33 mg, 0.11 mmole). The resulting solution was stirred at room temperature overnight. The reaction was then worked up by washing sequentially with 1N HCl, saturated sodium bicarbonate, and saturated sodium chloride. The compound was then ...